This data is from the Open Reaction Database (ORD), a public repository of structured organic reaction records. The task is: describe an organic reaction: reactants, conditions, products, and yield As a reaction SMILES: [C:1]([O:2][CH2:3][CH3:4])(=[O:5])[CH3:6].[CH2:8]([CH3:9])[O:10][C:11](=[O:12])[CH:13]([CH2:14][CH2:15][c:16]1[cH:17][cH:18][cH:19][cH:20][cH:21]1)[NH:22][CH:23]1[CH2:24][S:25][c:26]2[c:27]([cH:39][cH:40][cH:41][cH:42]2)[N:28]([CH2:31][C:32](=[O:33])[O:34][C:35]([CH3:36])([CH3:37])[CH3:38])[C:29]1=[O:30].[ClH:7]>>[CH2:8]([CH3:9])[O:10][C:11](=[O:12])[CH:13]([CH2:14][CH2:15][c:16]1[cH:17][cH:18][cH:19][cH:20][cH:21]1)[NH:22][CH:23]1[CH2:24][S:25][c:26]2[c:27]([cH:39][cH:40][cH:41][cH:42]2)[N:28]([CH2:31][C:32](=[O:33])[OH:34])[C:29]1=[O:30].[ClH:7]. The reactants are CCOC(C)=O, CCOC(=O)C(CCc1ccccc1)NC1CSc2ccccc2N(CC(=O)OC(C)(C)C)C1=O, Cl. Yields the product CCOC(=O)C(CCc1ccccc1)NC1CSc2ccccc2N(CC(=O)O)C1=O, Cl. Starting materials: O=C1N(CCCC1(C1=CC=CC=C1)C1=CC=CC=C1)CC(=O)O (2-(2-oxo-3,3-diphenylpiperidin-1-yl)acetic acid), ClC1=CC=C(OC2CCNCC2)C=C1 (4-(4-chlorophenoxy)piperidine), C(C)N=C=NCCCN(C)C (N1-((ethylimino)methylene)-N3,N3-dimethylpropane-1,3-diamine). The reagents and catalysts are CN(C1=CC=NC=C1)C (4-(dimethylamino)pyridine). The solvent is C(Cl)Cl (CH2Cl2), C(Cl)Cl (CH2Cl2). Reaction conditions: time 45 hour. Yields the product ClC1=CC=C(OC2CCN(CC2)C(CN2C(C(CCC2)(C2=CC=CC=C2)C2=CC=CC=C2)=O)=O)C=C1 (1-{2-[4-(4-chlorophenoxy)piperidin-1-yl]-2-oxoethyl}-3,3-diphenylpiperidin-2-one). RXN SMILES: [O:1]=[C:2]1[C:7]([C:14]2[CH:19]=[CH:18][CH:17]=[CH:16][CH:15]=2)([C:8]2[CH:13]=[CH:12][CH:11]=[CH:10][CH:9]=2)[CH2:6][CH2:5][CH2:4][N:3]1[CH2:20][C:21]([OH:23])=O.[Cl:24][C:25]1[CH:37]=[CH:36][C:28]([O:29][CH:30]2[CH2:35][CH2:34][NH:33][CH2:32][CH2:31]2)=[CH:27][CH:26]=1.C(N=C=NCCCN(C)C)C>CN(C)C1C=CN=CC=1.C(Cl)Cl>[Cl:24][C:25]1[CH:37]=[CH:36][C:28]([O:29][CH:30]2[CH2:31][CH2:32][N:33]([C:21](=[O:23])[CH2:20][N:3]3[CH2:4][CH2:5][CH2:6][C:7]([C:14]4[CH:19]=[CH:18][CH:17]=[CH:16][CH:15]=4)([C:8]4[CH:13]=[CH:12][CH:11]=[CH:10][CH:9]=4)[C:2]3=[O:1])[CH2:34][CH2:35]2)=[CH:27][CH:26]=1. Procedure: To a solution of the product of Example 68E (117 mg, 0.38 mmol), 4-(4-chlorophenoxy)piperidine (80.0 mg, 0.378 mmol), and 4-(dimethylamino)pyridine (4.6 mg, 0.038 mmol) in CH2Cl2 (2 mL) was added N1-((ethylimino)methylene)-N3,N3-dimethylpropane-1,3-diamine (0.067 mL, 0.378 mmol) via syringe. The reaction was stirred at ambient temperature for 45 hours. The reaction mixture was diluted with 50 mL CH2Cl2, then washed with 1 N aqueous HCl, saturated aqueous NaHCO3 solution and brine, dried with Na2... Starting materials: O=C1C2=C(OC3=C(C=CC=C3)C13CCNCC3)C=CC=C2 (10,11-dihydro-11-oxospiro[dibenz(b,f)oxepin-10,4'-piperidine]), base, O(C1=CC=CC=C1)CCCBr (phenoxypropyl bromide), BrCCC1=CC=CC=C1 (2-bromoethylbenzene). The product is Br.O=C1C2=C(OC3=C(C=CC=C3)C13CCN(CC3)CCCOC3=CC=CC=C3)C=CC=C2 (10,11-dihydro-11-oxo-1'-(3-phenoxypropyl)-spiro[dibenz(b,f)oxepin-10,4'-piperidine]hydrobromide), ethyl alcohol-ether. Reaction SMILES: [O:1]=[C:2]1[C:12]2([CH2:17][CH2:16][NH:15][CH2:14][CH2:13]2)[C:7]2[CH:8]=[CH:9][CH:10]=[CH:11][C:6]=2[O:5][C:4]2[CH:18]=[CH:19][CH:20]=[CH:21][C:3]1=2.[O:22]([CH2:29][CH2:30][CH2:31][Br:32])[C:23]1[CH:28]=[CH:27][CH:26]=[CH:25][CH:24]=1.BrCCC1C=CC=CC=1>>[BrH:32].[O:1]=[C:2]1[C:12]2([CH2:13][CH2:14][N:15]([CH2:31][CH2:30][CH2:29][O:22][C:23]3[CH:28]=[CH:27][CH:26]=[CH:25][CH:24]=3)[CH2:16][CH2:17]2)[C:7]2[CH:8]=[CH:9][CH:10]=[CH:11][C:6]=2[O:5][C:4]2[CH:18]=[CH:19][CH:20]=[CH:21][C:3]1=2 |f:3.4|. Procedure: Samples of 10,11-dihydro-11-oxospiro[dibenz(b,f)oxepin-10,4'-piperidine], free base of Example 3, are separately treated with phenoxypropyl bromide and 2-bromoethylbenzene according to the procedure of Example 12, to provide colorless prisms, mp 213°-215° C., (dec), of 10,11-dihydro-11-oxo-1'-(3-phenoxypropyl)-spiro[dibenz(b,f)oxepin-10,4'-piperidine]hydrobromide (from an ethyl alcohol-ether mixture), Example 13, and colorless prisms, mp>300° C., of 10,11-dihydro-11-oxo-1'-phenethylspiro[dibenz(... Reactants: COCCNc1c([N+](=O)[O-])cc(C(=O)O)cc1S(N)(=O)=O, [H][H], [Na+], [OH-]. Yields the product COCCNc1c(N)cc(C(=O)O)cc1S(N)(=O)=O. As a reaction SMILES: [CH3:1][O:2][CH2:3][CH2:4][NH:5][c:6]1[c:7]([N+:19]([O-:20])=[O:21])[cH:8][c:9]([C:10](=[O:11])[OH:12])[cH:13][c:14]1[S:15]([NH2:16])(=[O:17])=[O:18].[H:22][H:23].[Na+:25].[OH-:24]>>[CH3:1][O:2][CH2:3][CH2:4][NH:5][c:6]1[c:7]([NH2:19])[cH:8][c:9]([C:10](=[O:11])[OH:12])[cH:13][c:14]1[S:15]([NH2:16])(=[O:17])=[O:18].